From a dataset of the Open Reaction Database (ORD), a public repository of structured organic reaction records. describe an organic reaction: reactants, conditions, products, and yield Reactants: BrC=1C(=CC(=C(C(=O)O)C1)O)Cl (5-bromo-4-chloro-2-hydroxy-benzoic acid), C(C)(C)(C)OC(CCCBr)=O (4-bromo-butyric acid tert-butyl ester), C(=O)([O-])[O-].[K+].[K+] (K2CO3). The solvent is CN(C)C=O (DMF). Conditions: temperature 80 celsius. Product: C(C)(C)(C)OC(=O)CCCOC(C1=C(C=C(C(=C1)Br)Cl)OCCCC(=O)OC(C)(C)C)=O (5-bromo-2-(3-tert-butoxycarbonyl-propoxy)-4-chloro-benzoic acid 3-tert-butoxycarbonyl-propyl ester). The yield is 153.8%. RXN SMILES: [Br:1][C:2]1[C:3]([Cl:12])=[CH:4][C:5]([OH:11])=[C:6]([CH:10]=1)[C:7]([OH:9])=[O:8].[C:13]([O:17][C:18](=[O:23])[CH2:19][CH2:20][CH2:21]Br)([CH3:16])([CH3:15])[CH3:14].[C:24]([O-:27])([O-])=[O:25].[K+].[K+]>CN(C=O)C>[C:13]([O:17][C:18]([CH2:19][CH2:20][CH2:21][O:8][C:7](=[O:9])[C:6]1[CH:10]=[C:2]([Br:1])[C:3]([Cl:12])=[CH:4][C:5]=1[O:11][CH2:2][CH2:3][CH2:4][C:24]([O:27][C:6]([CH3:10])([CH3:7])[CH3:5])=[O:25])=[O:23])([CH3:16])([CH3:15])[CH3:14] |f:2.3.4|. Procedure details: A mixture of 5-bromo-4-chloro-2-hydroxy-benzoic acid (5 g, 19.9 mmol), 4-bromo-butyric acid tert-butyl ester (13.2 g, 59.7 mmol) and K2CO3 (11.1 g, 79.6 mmol) in DMF (100 mL) was heated at 80° C. for 2 days. The solid was filtered off. The solution was concentrated and purified via silica gel flash chromatography (eluting with 20% ethyl acetate in hexane) to give 5-bromo-2-(3-tert-butoxycarbonyl-propoxy)-4-chloro-benzoic acid 3-tert-butoxycarbonyl-propyl ester (8.2 g). MS [M-iso-butene+H]+: 480.... The reagents and catalysts are c1ccc(cc1)-c2c3ccccc3cc4ccccc24 (9-Phenylanthracene). Conditions: temperature 25 celsius, time 18 hour. RXN SMILES: [CH3:1][S:2]([N:5]1[CH2:11][C@H:9]([OH:10])[C:8](=O)[CH2:7][CH2:6]1)(=[O:4])=[O:3].[NH2:12]Cc1ccccc1.[Li+].[BH3-]N1CCOCC1>>[CH3:1][S:2]([N:5]1[CH2:11][C@H:9]([OH:10])[C@H:8]([NH2:12])[CH2:7][CH2:6]1)(=[O:4])=[O:3]. The product is CS(=O)(=O)N1CC[C@@H](N)[C@@H](O)C1. Starting materials: c1(ccccc1)CN, N1([BH2-])CCOCC1.[Li+], C1CN(C[C@@H](C1=O)O)S(=O)(=O)C. The reactants are CC(C)(C)OC(=O)N1CCC(c2cccc(-c3cccc(O)c3)c2)C(OCc2ccc3ccccc3c2)C1, Cl. Yields the product Cl, Oc1cccc(-c2cccc(C3CCNCC3OCc3ccc4ccccc4c3)c2)c1. RXN SMILES: [C:1]([O:2][C:3](=[O:4])[N:8]1[CH2:9][CH:10]([O:27][CH2:28][c:29]2[cH:30][c:31]3[cH:32][cH:33][cH:34][cH:35][c:36]3[cH:37][cH:38]2)[CH:11]([c:14]2[cH:15][c:16](-[c:20]3[cH:21][c:22]([OH:26])[cH:23][cH:24][cH:25]3)[cH:17][cH:18][cH:19]2)[CH2:12][CH2:13]1)([CH3:5])([CH3:6])[CH3:7].[ClH:39]>>[ClH:39].[NH:8]1[CH2:9][CH:10]([O:27][CH2:28][c:29]2[cH:30][c:31]3[cH:32][cH:33][cH:34][cH:35][c:36]3[cH:37][cH:38]2)[CH:11]([c:14]2[cH:15][c:16](-[c:20]3[cH:21][c:22]([OH:26])[cH:23][cH:24][cH:25]3)[cH:17][cH:18][cH:19]2)[CH2:12][CH2:13]1. The reactants are C(C)OC(=O)C=1C(C2=CC(=CC=C2C1C1=CC=CC=C1)OCCCC1=CC=CC=C1)=O (1-oxo-3-phenyl-6-(3-phenylpropoxy)-1H-indene-2-carboxylic Acid Ethyl Ester), C1(=CC=CC=C1)[Mg]Cl (phenylmagnesium chloride). Run in C1CCOC1 (THF). Reaction conditions: temperature 0 celsius, time 1 hour. The product is C(C)OC(=O)C=1C(C2=CC(=CC=C2C1C1=CC=CC=C1)OCCCC1=CC=CC=C1)(C1=CC=CC=C1)O (1-hydroxy-1,3-diphenyl-6-(3-phenyl-propoxy)-1H-indene-2-carboxylic Acid Ethyl Ester). Yield: 113.9%. As a reaction SMILES: [CH2:1]([O:3][C:4]([C:6]1[C:7](=[O:31])[C:8]2[C:13]([C:14]=1[C:15]1[CH:20]=[CH:19][CH:18]=[CH:17][CH:16]=1)=[CH:12][CH:11]=[C:10]([O:21][CH2:22][CH2:23][CH2:24][C:25]1[CH:30]=[CH:29][CH:28]=[CH:27][CH:26]=1)[CH:9]=2)=[O:5])[CH3:2].[C:32]1([Mg]Cl)[CH:37]=[CH:36][CH:35]=[CH:34][CH:33]=1>C1COCC1>[CH2:1]([O:3][C:4]([C:6]1[C:7]([OH:31])([C:32]2[CH:37]=[CH:36][CH:35]=[CH:34][CH:33]=2)[C:8]2[C:13]([C:14]=1[C:15]1[CH:20]=[CH:19][CH:18]=[CH:17][CH:16]=1)=[CH:12][CH:11]=[C:10]([O:21][CH2:22][CH2:23][CH2:24][C:25]1[CH:26]=[CH:27][CH:28]=[CH:29][CH:30]=1)[CH:9]=2)=[O:5])[CH3:2]. Reported procedure: 1-Oxo-3-phenyl-6-(3-phenyl-propoxy)-1H-indene-2-carboxylic acid ethyl ester (350 mg, 0.85 mmol) obtained in Step 1 was dissolved in THF, and phenylmagnesium chloride (0.064 mL, 0.93 mmol) was added thereto, followed by stirring for 1 hr at 0° C. The resulting mixture washed with saturated saline and extracted with ethyl acetate. The organic layer was separated, dried over anhydrous MgSO4, and concentrated under a reduced pressure. The resulting residue was purified by flash chromatography to obt...